From a dataset of the Open Reaction Database (ORD), a public repository of structured organic reaction records. describe an organic reaction: reactants, conditions, products, and yield Yields the product Cl.ClC=1C=C2C=CN(C2=CC1)C=1C=C(C=CC1)CN (3-(5-chloro-1-indolyl)benzenemethanamine hydrochloride). Reactants: [H-].[Al+3].[Li+].[H-].[H-].[H-] (lithium aluminum hydride), ClC=1C=C2C=CN(C2=CC1)C=1C=C(C#N)C=CC1 (3-(5-chloro-1-indolyl)benzonitrile). Reported procedure: To a stirred mixture of 1.67 g of lithium aluminum hydride in 100 ml of dry tetrahydrofuran (THF), kept at 0°-5° C. under nitrogen, was added dropwise a solution of 5.60 g (0.022 mole) of 3-(5-chloro-1-indolyl)benzonitrile of Example 6a in 150 ml of THF. The mixture was stirred 1 hour more at 0° C., 1 hour at room temperature, and then refluxed for 5 hours. After cooling to 0° C., the reaction was quenched by slow and cautious addition of a solution of 25 ml of water in 25 ml of THF. The resulti... The solvent is O1CCCC1 (tetrahydrofuran), O1CCCC1 (THF). Reaction SMILES: [H-].[Al+3].[Li+].[H-].[H-].[H-].[Cl:7][C:8]1[CH:9]=[C:10]2[C:14](=[CH:15][CH:16]=1)[N:13]([C:17]1[CH:18]=[C:19]([CH:22]=[CH:23][CH:24]=1)[C:20]#[N:21])[CH:12]=[CH:11]2>O1CCCC1>[ClH:7].[Cl:7][C:8]1[CH:9]=[C:10]2[C:14](=[CH:15][CH:16]=1)[N:13]([C:17]1[CH:18]=[C:19]([CH2:20][NH2:21])[CH:22]=[CH:23][CH:24]=1)[CH:12]=[CH:11]2 |f:0.1.2.3.4.5,8.9|. Reaction conditions: temperature 0 celsius, time 1 hour. The yield is 74.4%. The reactants are O.N (ammonia water), Cl[Ti](Cl)(Cl)Cl (TiCl4), 85, P(O)(O)(O)=O (phosphoric acid). Run in Cl (HCl), O (water). Conditions: time 24 hour. Yields the product P(=O)([O-])([O-])[O-].[Ti+4].P(=O)([O-])([O-])[O-].P(=O)([O-])([O-])[O-].P(=O)([O-])([O-])[O-].[Ti+4].[Ti+4] (titanium phosphate). RXN SMILES: Cl[Ti:2](Cl)(Cl)Cl.[P:6](=[O:10])([OH:9])([OH:8])[OH:7].O.N>Cl.O>[P:6]([O-:10])([O-:9])([O-:8])=[O:7].[Ti+4:2].[P:6]([O-:10])([O-:9])([O-:8])=[O:7].[P:6]([O-:10])([O-:9])([O-:8])=[O:7].[P:6]([O-:10])([O-:9])([O-:8])=[O:7].[Ti+4:2].[Ti+4:2] |f:2.3,6.7.8.9.10.11.12|. Procedure details: Nineteen grams of TiCl4 were dissolved in 500 ml of 1N-HCl. Separately, 24 grams of 85 vol % phosphoric acid were diluted with 500 ml of distilled water. After which the two solutions were mixed at room temperature with stirring. The formation of precipitate began with the mixing of the two solutions. Next, the pH of the solution was adjusted to 5.0 by gradually adding concentrated ammonia water, followed by allowing the solution to stand for 24 hours. The precipitate was then separated by filtr... Reactants: CC(=O)O (AcOH), [BH-](OC(=O)C)(OC(=O)C)OC(=O)C.[Na+] (Na(OAc)3BH), [BH-](OC(=O)C)(OC(=O)C)OC(=O)C.[Na+] (Na(OAc)3BH), O=C1C[C@H](N(C1)C(=O)OC(C)(C)C)C(N[C@@H]1CCCC2=CC=CC=C12)=O ((S)-tert-butyl 4-oxo-2-(((R)-1,2,3,4-tetrahydronaphthalen-1-yl)carbamoyl)pyrrolidine-1-carboxylate), NC1=CC=C2C[C@H](N(CC2=C1)C(=O)OC(C)(C)C)C(N[C@@H]1CCCC2=CC=CC=C12)=O ((S)-tert-butyl 7-amino-3-(((R)-1,2,3,4-tetrahydronaphthalen-1-yl)carbamoyl)-3,4-dihydroisoquinoline-2(1H)-carboxylate), CC(=O)O (AcOH), Cl (HCl). Solvent: ClCCCl (DCE), CCOC(=O)C (EtOAc). Run at time 4 hour. Product: C(C)(C)(C)OC(=O)N1C[C@H](C[C@H]1C(N[C@@H]1CCCC2=CC=CC=C12)=O)NC1=CC=C2C[C@H](N(CC2=C1)C(=O)OC(C)(C)C)C(N[C@@H]1CCCC2=CC=CC=C12)=O ((S)-tert-Butyl 7-(((3S,5S)-1-(tert-butoxycarbonyl)-5-(((R)-1,2,3,4-tetrahydronaphthalen-1-yl)carbamoyl)pyrrolidin-3-yl)amino)-3-(((R)-1,2,3,4-tetrahydronaphthalen-1-yl)carbamoyl)-3,4-dihydroisoquinoline-2(1H)-carboxylate). Yield: 98.8%. RXN SMILES: O=[C:2]1[CH2:6][N:5]([C:7]([O:9][C:10]([CH3:13])([CH3:12])[CH3:11])=[O:8])[C@H:4]([C:14](=[O:26])[NH:15][C@H:16]2[C:25]3[C:20](=[CH:21][CH:22]=[CH:23][CH:24]=3)[CH2:19][CH2:18][CH2:17]2)[CH2:3]1.[NH2:27][C:28]1[CH:37]=[C:36]2[C:31]([CH2:32][C@@H:33]([C:45](=[O:57])[NH:46][C@H:47]3[C:56]4[C:51](=[CH:52][CH:53]=[CH:54][CH:55]=4)[CH2:50][CH2:49][CH2:48]3)[N:34]([C:38]([O:40][C:41]([CH3:44])([CH3:43])[CH3:42])=[O:39])[CH2:35]2)=[CH:30][CH:29]=1.CC(O)=O.[BH-](OC(C)=O)(OC(C)=O)OC(C)=O.[Na+].Cl>ClCCCl.CCOC(C)=O>[C:10]([O:9][C:7]([N:5]1[C@H:4]([C:14](=[O:26])[NH:15][C@H:16]2[C:25]3[C:20](=[CH:21][CH:22]=[CH:23][CH:24]=3)[CH2:19][CH2:18][CH2:17]2)[CH2:3][C@H:2]([NH:27][C:28]2[CH:37]=[C:36]3[C:31]([CH2:32][C@@H:33]([C:45](=[O:57])[NH:46][C@H:47]4[C:56]5[C:51](=[CH:52][CH:53]=[CH:54][CH:55]=5)[CH2:50][CH2:49][CH2:48]4)[N:34]([C:38]([O:40][C:41]([CH3:42])([CH3:43])[CH3:44])=[O:39])[CH2:35]3)=[CH:30][CH:29]=2)[CH2:6]1)=[O:8])([CH3:13])([CH3:11])[CH3:12] |f:3.4|. Procedure: To a solution of (S)-tert-butyl 4-oxo-2-(((R)-1,2,3,4-tetrahydronaphthalen-1-yl)carbamoyl)pyrrolidine-1-carboxylate (73 mg, 0.20 mmol) in DCE (2.0 mL) was added (S)-tert-butyl 7-amino-3-(((R)-1,2,3,4-tetrahydronaphthalen-1-yl)carbamoyl)-3,4-dihydroisoquinoline-2(1H)-carboxylate (86 mg, 0.20 mmol) and AcOH (12 μL, 0.20 mmol). Na(OAc)3BH (78 mg, 0.37 mmol) was then added, and the resulting reaction mixture was stirred at room temperature for 4 h. Additional AcOH (12 μL, 0.20 mmol) and Na(OAc)3BH (... The reactants are C1COCCO1, ClCCl, Cl, CC(NC(=O)OC(C)(C)C)c1nc2ccc(F)cc2n1-c1ccccc1. Product: CC(N)c1nc2ccc(F)cc2n1-c1ccccc1. RXN SMILES: [CH2:28]1[O:29][CH2:30][CH2:31][O:32][CH2:33]1.[Cl:34][CH2:35][Cl:36].[ClH:1].[F:2][c:3]1[cH:4][cH:5][c:6]2[c:7]([n:8](-[c:21]3[cH:22][cH:23][cH:24][cH:25][cH:26]3)[c:9]([CH:11]([CH3:12])[NH:13][C:14](=[O:15])[O:16][C:17]([CH3:18])([CH3:19])[CH3:20])[n:10]2)[cH:27]1>>[F:2][c:3]1[cH:4][cH:5][c:6]2[c:7]([n:8](-[c:21]3[cH:22][cH:23][cH:24][cH:25][cH:26]3)[c:9]([CH:11]([CH3:12])[NH2:13])[n:10]2)[cH:27]1. Isolated yield 25.9%. Run in C(C)#N (acetonitrile). Reaction SMILES: [Br:1][C:2]1[CH:3]=[CH:4][C:5]([Cl:20])=[C:6]([C:8]([C:10]2[CH:15]=[CH:14][C:13]([O:16][CH3:17])=[C:12]([F:18])[C:11]=2[F:19])=O)[CH:7]=1.B(F)(F)F.CCOCC.C(OCC)(=O)C.C(=O)(O)[O-]>C(#N)C>[Br:1][C:2]1[CH:3]=[CH:4][C:5]([Cl:20])=[C:6]([CH2:8][C:10]2[CH:15]=[CH:14][C:13]([O:16][CH3:17])=[C:12]([F:18])[C:11]=2[F:19])[CH:7]=1 |f:1.2|. Yields the product BrC=1C=CC(=C(C1)CC1=C(C(=C(C=C1)OC)F)F)Cl (1-[(5-bromo-2-chloro-phenyl)methyl]-2,3-difluoro-4-methoxy-benzene). Procedure: To a solution of (5-bromo-2-chloro-phenyl)-(2,3-difluoro-4-methoxy-phenyl)methanone 21e (5.42 g, 14.9 mmol) in acetonitrile (100 mL) were added triethyl silicane (4.8 mL, 29.87 mmol) at 15° C., followed by boron trifluoride diethyl ether (7.4 mL, 59.74 mmol). The mixture was warmed up to room temperature and stirred for 15 hours. To the reaction mixture was added ethyl acetate (4 mL). The mixture was adjusted with saturated aqueous bicarbonate to pH 7, and then partitioned. The combined organic ... Reactants: C(C)(=O)OCC (ethyl acetate), C([O-])(O)=O (bicarbonate), BrC=1C=CC(=C(C1)C(=O)C1=C(C(=C(C=C1)OC)F)F)Cl ((5-bromo-2-chloro-phenyl)-(2,3-difluoro-4-methoxy-phenyl)methanone), triethyl silicane, B(F)(F)F.CCOCC (boron trifluoride diethyl ether). Reaction conditions: time 15 hour. Starting materials: CC=1C=C(C=C2CN(C(C12)=O)CC1=CC=C(C=C1)OC(F)(F)F)C=1C=C(C=NC1)C=O (5-[7-Methyl-1-oxo-2-(4-trifluoromethoxy-benzyl)-2,3-dihydro-1H-isoindol-5-yl]-pyridine-3-carbaldehyde), [BH4-].[Na+] (sodium borohydride), O (water). Solvent: C(C)O (ethanol). Conditions: time 4 hour. Product: OCC=1C=C(C=NC1)C=1C=C2CN(C(C2=C(C1)C)=O)CC1=CC=C(C=C1)OC(F)(F)F (5-(5-Hydroxymethyl-pyridin-3-yl)-7-methyl-2-(4-trifluoromethoxy-benzyl)-2,3-dihydro-isoindol-1-one). The yield is 68.3%. Reaction SMILES: [CH3:1][C:2]1[CH:3]=[C:4]([C:24]2[CH:25]=[C:26]([CH:30]=[O:31])[CH:27]=[N:28][CH:29]=2)[CH:5]=[C:6]2[C:10]=1[C:9](=[O:11])[N:8]([CH2:12][C:13]1[CH:18]=[CH:17][C:16]([O:19][C:20]([F:23])([F:22])[F:21])=[CH:15][CH:14]=1)[CH2:7]2.[BH4-].[Na+].O>C(O)C>[OH:31][CH2:30][C:26]1[CH:25]=[C:24]([C:4]2[CH:5]=[C:6]3[C:10](=[C:2]([CH3:1])[CH:3]=2)[C:9](=[O:11])[N:8]([CH2:12][C:13]2[CH:14]=[CH:15][C:16]([O:19][C:20]([F:22])([F:23])[F:21])=[CH:17][CH:18]=2)[CH2:7]3)[CH:29]=[N:28][CH:27]=1 |f:1.2|. Reported procedure: To a solution of 5-[7-Methyl-1-oxo-2-(4-trifluoromethoxy-benzyl)-2,3-dihydro-1H-isoindol-5-yl]-pyridine-3-carbaldehyde (91 mg, 0.212 mmol), in ethanol (10 mL) was added sodium borohydride (10 mg, 0.212 mmol). The mixture stirred for 4 hrs at room temperature and was poured into water and was extracted with ether. The organics were dried over anhydrous sodium sulfate, filtered and concentrated. The resulting residue was purified by column chromatography eluting with 30-100% ethyl acetate in hexan... Reactants: NC1=CC(=C(OC2=CC(=NC=C2)NC(=O)N2CCC(CC2)CN(C)C)C=C1)F (4-(4-amino-2-fluorophenoxy)-2-{[4-(dimethylaminomethyl)piperidin-1-yl]carbonylamino}pyridine), C1(=CC=CC=C1)CC(=O)N=C=O (2-phenylacetyl isocyanate). The solvent is O1CCCC1 (tetrahydrofuran), CCCCCC (hexane). Conditions: time 8 hour. The yield is 54.0%. Procedure: To a solution of 4-(4-amino-2-fluorophenoxy)-2-{[4-(dimethylaminomethyl)piperidin-1-yl]carbonylamino}pyridine (62.7 mg) in tetrahydrofuran (4.0 ml) was added a solution of 2-phenylacetyl isocyanate in hexane (0.25 M, 1.6 ml) at room temperature, followed by stirring overnight. The reaction mixture was concentrated under reduced pressure. The resultant residue was then purified by silica gel column chromatography (Fuji Silysia NH, eluent; ethyl acetate) to provide the titled compound (48.0 mg, 54... As a reaction SMILES: [NH2:1][C:2]1[CH:27]=[CH:26][C:5]([O:6][C:7]2[CH:12]=[CH:11][N:10]=[C:9]([NH:13][C:14]([N:16]3[CH2:21][CH2:20][CH:19]([CH2:22][N:23]([CH3:25])[CH3:24])[CH2:18][CH2:17]3)=[O:15])[CH:8]=2)=[C:4]([F:28])[CH:3]=1.[C:29]1([CH2:35][C:36]([N:38]=[C:39]=[O:40])=[O:37])[CH:34]=[CH:33][CH:32]=[CH:31][CH:30]=1>O1CCCC1.CCCCCC>[CH3:24][N:23]([CH2:22][CH:19]1[CH2:18][CH2:17][N:16]([C:14]([NH:13][C:9]2[CH:8]=[C:7]([O:6][C:5]3[CH:26]=[CH:27][C:2]([NH:1][C:39]([NH:38][C:36](=[O:37])[CH2:35][C:29]4[CH:30]=[CH:31][CH:32]=[CH:33][CH:34]=4)=[O:40])=[CH:3][C:4]=3[F:28])[CH:12]=[CH:11][N:10]=2)=[O:15])[CH2:21][CH2:20]1)[CH3:25]. Yields the product CN(C)CC1CCN(CC1)C(=O)NC1=NC=CC(=C1)OC1=C(C=C(C=C1)NC(=O)NC(CC1=CC=CC=C1)=O)F (2-{[4-(Dimethylaminomethyl)piperidin-1-yl]carbonylamino}-4-{2-fluoro-4-[3-(2-phenylacetyl)ureido]phenoxy}pyridine).